Dataset: the Open Reaction Database (ORD), a public repository of structured organic reaction records. Task: describe an organic reaction: reactants, conditions, products, and yield Reactants: [BH4-], COC(OC)c1cc(OCCCCC2CCN(C)CC2)ncc1Br, [Li]CCCC, C1CCOC1, [Na+], CN(C)C=O. The product is COC(OC)c1cc(OCCCCC2CCN(C)CC2)ncc1CO. As a reaction SMILES: [BH4-:35].[Br:1][c:2]1[c:3]([CH:20]([O:21][CH3:22])[O:23][CH3:24])[cH:4][c:5]([O:8][CH2:9][CH2:10][CH2:11][CH2:12][CH:13]2[CH2:14][CH2:15][N:16]([CH3:19])[CH2:17][CH2:18]2)[n:6][cH:7]1.[CH2:25]([Li:26])[CH2:27][CH2:28][CH3:29].[CH2:37]1[O:38][CH2:39][CH2:40][CH2:41]1.[Na+:36].[O:30]=[CH:31][N:32]([CH3:33])[CH3:34]>>[c:2]1([CH2:31][OH:30])[c:3]([CH:20]([O:21][CH3:22])[O:23][CH3:24])[cH:4][c:5]([O:8][CH2:9][CH2:10][CH2:11][CH2:12][CH:13]2[CH2:14][CH2:15][N:16]([CH3:19])[CH2:17][CH2:18]2)[n:6][cH:7]1. The reactants are C(#N)C1CCN(CC1)C(=O)N1CC(CC(C1)C1=CC(=C(C=C1)C)C)C(=O)O (1-[(4-Cyanopiperidin-1-yl)carbonyl]-5-(3,4-dimethylphenyl)piperidine-3-carboxylic acid), ON=C(C(C)C)N (N′-hydroxy-2-methylpropanimidamide). Yields the product CC=1C=C(C=CC1C)C1CN(CC(C1)C1=NC(=NO1)C(C)C)C(=O)N1CCC(CC1)C#N (1-({3-(3,4-Dimethylphenyl)-5-[3-(propan-2-yl)-1,2,4-oxadiazol-5-yl]piperidin-1-yl}carbonyl)-piperidine-4-carbonitrile). RXN SMILES: [C:1]([CH:3]1[CH2:8][CH2:7][N:6]([C:9]([N:11]2[CH2:16][CH:15]([C:17]3[CH:22]=[CH:21][C:20]([CH3:23])=[C:19]([CH3:24])[CH:18]=3)[CH2:14][CH:13]([C:25](O)=[O:26])[CH2:12]2)=[O:10])[CH2:5][CH2:4]1)#[N:2].O[N:29]=[C:30]([NH2:34])[CH:31]([CH3:33])[CH3:32]>>[CH3:24][C:19]1[CH:18]=[C:17]([CH:15]2[CH2:14][CH:13]([C:25]3[O:26][N:34]=[C:30]([CH:31]([CH3:33])[CH3:32])[N:29]=3)[CH2:12][N:11]([C:9]([N:6]3[CH2:5][CH2:4][CH:3]([C:1]#[N:2])[CH2:8][CH2:7]3)=[O:10])[CH2:16]2)[CH:22]=[CH:21][C:20]=1[CH3:23]. Procedure details: 80 mg (0.210 mmol) of the compound from Example 132A and 33 mg (0.315 mmol) of N′-hydroxy-2-methylpropanimidamide were reacted according to the General Method 2. Yield: 47 mg (51% of theory) Yields the product OCCNC(C1=CN=CC=C1)=O (N-(2-hydroxyethyl)nicotinamide). The reactants are ON1C(CCC1=O)=O (N-hydroxy-succinimide), C1(CCC(N1N1CC(C(=O)[O-])=CC=C1)=O)=O (N-succinimidyl-nicotinate), C(C)(C)N(CC)C(C)C (diisopropylethylamine), C(O)CN (ethanolamine), C(O)CN (ethanolamine), C1(CCC(N1N1CC(C(=O)[O-])=CC=C1)=O)=O (N-succinimidyl-nicotinate), C(C)N.CN(C)C=O (ethylamine DMF), C(C1=CN=CC=C1)(=O)[O-] (nicotinate). Solvent: CN(C)C=O (DMF). As a reaction SMILES: C1(=O)N([N:6]2[CH:14]=[CH:13][CH:12]=[C:8]([C:9]([O-:11])=O)[CH2:7]2)C(=O)CC1.[CH2:17]([CH2:19][NH2:20])[OH:18].C(N(C(C)C)CC)(C)C.C(N)C.CN(C=O)C.C([O-])(=O)C1C=CC=NC=1.ON1C(=O)CCC1=O>CN(C=O)C>[OH:18][CH2:17][CH2:19][NH:20][C:9](=[O:11])[C:8]1[CH:12]=[CH:13][CH:14]=[N:6][CH:7]=1 |f:3.4|. Conditions: time 15 minute. Procedure: The N-succinimidyl-nicotinate compound described in Example 1 was reacted with the hydrochloric salt of ethanolamine, available commercially in its radioactive form. The ethanolamine salt was dissolved in dried DMF and chilled in an ice bath. To the mixture was added an equimolar of diisopropylethylamine (DIEA) and stirred for 15 minutes. An equimolar solution of N-succinimidyl-nicotinate was added to the ethylamine-DMF mixture dropwise under a nitrogen atmosphere. As the nicotinate was added th...